Task: describe an organic reaction: reactants, conditions, products, and yield. Dataset: the Open Reaction Database (ORD), a public repository of structured organic reaction records Starting materials: [C-]#N, CCOc1cc(CC)cc(C=O)c1F, CCOC(C)=O, [K+], [Na+], O, O=S([O-])O. The product is CCOc1cc(CC)cc(C(O)C#N)c1F. Reaction SMILES: [C-:15]#[N:16].[CH2:1]([CH3:2])[O:3][c:4]1[c:5]([F:14])[c:6]([CH:7]=[O:8])[cH:9][c:10]([CH2:12][CH3:13])[cH:11]1.[CH3:23][CH2:24][O:25][C:26](=[O:27])[CH3:28].[K+:17].[Na+:22].[OH2:29].[S:18](=[O:19])([OH:20])[O-:21]>>[CH2:1]([CH3:2])[O:3][c:4]1[c:5]([F:14])[c:6]([CH:7]([OH:8])[C:15]#[N:16])[cH:9][c:10]([CH2:12][CH3:13])[cH:11]1. Starting materials: CC(C)(C)C1CCCCC1=O, CCC1COC2(CCCCC2C(C)(C)C)O1, CCC(O)CO, CC(C)O, [Pd]. Product: CCC(O)COC1CCCCC1C(C)(C)C. As a reaction SMILES: [C:17]([CH:18]1[CH2:19][CH2:20][CH2:21][CH2:22][C:23]1=[O:24])([CH3:25])([CH3:26])[CH3:27].[C:1]([CH3:2])([CH3:3])([CH3:4])[CH:5]1[C:6]2([O:7][CH2:8][CH:9]([CH2:11][CH3:12])[O:10]2)[CH2:13][CH2:14][CH2:15][CH2:16]1.[CH2:28]([OH:29])[CH:30]([OH:31])[CH2:32][CH3:33].[CH:35]([OH:36])([CH3:37])[CH3:38].[Pd:34]>>[C:1]([CH3:2])([CH3:3])([CH3:4])[CH:5]1[CH:6]([O:7][CH2:8][CH:9]([OH:10])[CH2:11][CH3:12])[CH2:13][CH2:14][CH2:15][CH2:16]1. The reactants are C(C)C=1C=C2C(C(NC2=CC1)=O)=O (5-ethyl-1H-indole-2,3-dione), OO (hydrogen peroxide). The solvent is [OH-].[Na+] (NaOH). Reaction conditions: temperature 50 celsius. The product is NC1=C(C(=O)O)C=C(C=C1)CC (2-amino-5-ethylbenzoic acid). Reaction SMILES: [CH2:1]([C:3]1[CH:4]=[C:5]2[C:9](=[CH:10][CH:11]=1)[NH:8]C(=O)[C:6]2=[O:13])[CH3:2].[OH:14]O>[OH-].[Na+]>[NH2:8][C:9]1[CH:10]=[CH:11][C:3]([CH2:1][CH3:2])=[CH:4][C:5]=1[C:6]([OH:13])=[O:14] |f:2.3|. Reported procedure: A mixture of Example 1B (11.7 g, 66.9 mmol) in 1M NaOH (300 mL) was treated dropwise with 30% aqueous hydrogen peroxide (300 mL), heated to 50° C. for 30 minutes, cooled to room temperature, and filtered. The filtrate was adjusted to pH 4 with concentrated HCl, cooled to 4° C., and filtered. The filter cake was dried under vacuum to provide the desired product (4.46 g). MS (ESI(−)) m/e 164 (M−H)−. Starting materials: CO, Cc1ccc(S(=O)(=O)N2CC(c3cccc(C(F)(F)F)c3)N(c3ccc(Oc4ccc(Cl)cc4)cc3)C2=NC#N)cc1, [Mg]. Yields the product N#CN=C1NCC(c2cccc(C(F)(F)F)c2)N1c1ccc(Oc2ccc(Cl)cc2)cc1. As a reaction SMILES: [CH3:44][OH:45].[Cl:1][c:2]1[cH:3][cH:4][c:5]([O:6][c:7]2[cH:8][cH:9][c:10]([N:13]3[C:14](=[N:38][C:39]#[N:40])[N:15]([S:28]([c:29]4[cH:30][cH:31][c:32]([CH3:33])[cH:34][cH:35]4)(=[O:36])=[O:37])[CH2:16][CH:17]3[c:18]3[cH:19][c:20]([C:24]([F:25])([F:26])[F:27])[cH:21][cH:22][cH:23]3)[cH:11][cH:12]2)[cH:41][cH:42]1.[Mg:43]>>[Cl:1][c:2]1[cH:3][cH:4][c:5]([O:6][c:7]2[cH:8][cH:9][c:10]([N:13]3[C:14](=[N:38][C:39]#[N:40])[NH:15][CH2:16][CH:17]3[c:18]3[cH:19][c:20]([C:24]([F:25])([F:26])[F:27])[cH:21][cH:22][cH:23]3)[cH:11][cH:12]2)[cH:41][cH:42]1.